describe an organic reaction: reactants, conditions, products, and yield From a dataset of the Open Reaction Database (ORD), a public repository of structured organic reaction records. The reactants are O[C@H]1CN(C[C@H]1CNC(=O)OCC1=CC=CC=C1)C(=O)OC(C)(C)C (1,1-dimethylethyl (3R,4R)-3-hydroxy-4-[({[(phenylmethyl)oxy]carbonyl}amino)methyl]-1-pyrrolidinecarboxylate), FC(C(=O)O)(F)F (trifluoracetic acid), CC[NH+](CC)CC.CC[NH+](CC)CC.C(=O)([O-])[O-] (MP-carbonate resin), 24(c), O[C@@H]1CN(C[C@@H]1CNC(=O)OCC1=CC=CC=C1)C(=O)OC(C)(C)C ((±)-1,1-dimethylethyl cis-3-hydroxy-4-[({[(phenylmethyl)oxy]carbonyl}amino)methyl]-1-pyrrolidinecarboxylate). The solvent is CO (MeOH), C(Cl)Cl (DCM). Run at time 2 hour. Product: O[C@@H]1[C@@H](CNC1)CNC(OCC1=CC=CC=C1)=O (Phenylmethyl {[(3S,4R)-4-hydroxy-3-pyrrolidinyl]methyl}carbamate). The yield is 100.0%. Reaction SMILES: [OH:1][C@@H:2]1[C@H:6]([CH2:7][NH:8][C:9]([O:11][CH2:12][C:13]2[CH:18]=[CH:17][CH:16]=[CH:15][CH:14]=2)=[O:10])[CH2:5][N:4](C(OC(C)(C)C)=O)[CH2:3]1.O[C@H]1[C@@H](CNC(OCC2C=CC=CC=2)=O)CN(C(OC(C)(C)C)=O)C1.FC(F)(F)C(O)=O.CC[NH+](CC)CC.CC[NH+](CC)CC.C([O-])([O-])=O>C(Cl)Cl.CO>[OH:1][C@H:2]1[CH2:3][NH:4][CH2:5][C@H:6]1[CH2:7][NH:8][C:9](=[O:10])[O:11][CH2:12][C:13]1[CH:18]=[CH:17][CH:16]=[CH:15][CH:14]=1 |f:3.4.5|. Procedure details: To a stirred solution of 1,1-dimethylethyl (3R,4R)-3-hydroxy-4-[({[(phenylmethyl)oxy]carbonyl}amino)methyl]-1-pyrrolidinecarboxylate (for a synthesis see WO2006002047, Preparation 24(c) (±)-1,1-dimethylethyl cis-3-hydroxy-4-[({[(phenylmethyl)oxy]carbonyl}amino)methyl]-1-pyrrolidinecarboxylate E2 isomer) (2 g, 5.7 mmol) in DCM (50 ml) was added trifluoracetic acid (50 mL) and stirred for 2 h. The reaction mixture was concentrated and placed under high-vac for 3 h. To the TFA salt dissolved in 100... Reactants: C(C)OCC (Diethyl ether), OCCC1OCCO1 (2-(2-Hydroxyethyl)-1,3-dioxolane), [H-].[Na+] (Sodium hydride), C(C1=CC=CC=C1)Br (benzyl bromide). Reagents/catalysts: [I-].C(CCC)[N+](CCCC)(CCCC)CCCC (Tetrabutylammonium iodide). Solvent: O1CCCC1 (tetrahydrofuran). Product: C(C1=CC=CC=C1)OCCC1OCCO1 (2-(2-Benzyloxyethyl)-1,3-dioxolane). Reaction SMILES: [OH:1][CH2:2][CH2:3][CH:4]1[O:8][CH2:7][CH2:6][O:5]1.[H-].[Na+].[CH2:11](Br)[C:12]1[CH:17]=[CH:16][CH:15]=[CH:14][CH:13]=1.C(OCC)C>O1CCCC1.[I-].C([N+](CCCC)(CCCC)CCCC)CCC>[CH2:11]([O:1][CH2:2][CH2:3][CH:4]1[O:8][CH2:7][CH2:6][O:5]1)[C:12]1[CH:17]=[CH:16][CH:15]=[CH:14][CH:13]=1 |f:1.2,6.7|. Procedure details: 2-(2-Hydroxyethyl)-1,3-dioxolane (7.0 g, 58.3 mmol) was dissolved in dried tetrahydrofuran (distilled from sodium) (200 ml). Sodium hydride (2.0 g, 66.7 mmol, 80%) was added and the mixture was stirred at ambient temperature until gas evolution was completed. Tetrabutylammonium iodide (0.22 g, 0.6 mmol) and benzyl bromide (9.7 g, 56.8 mmol) were added, and the mixture was stirred for 24 hours at ambient temperature. Diethyl ether (100 ml) was added and the mixture was washed with water (3×100 ml...